This data is from the Open Reaction Database (ORD), a public repository of structured organic reaction records. The task is: describe an organic reaction: reactants, conditions, products, and yield Procedure: The title compound was synthesized in analogy to Example 123c, using 4-chloro-5-(1-fluorocyclobutyl)-pyridine-2-carbonitrile (example 305c) and 2,2-Difluoro-ethanol (CAN 359-13-7) as starting materials and sodium hydride as reagent. The title was isolated (1 g, 83%) as a yellow oil; MS (ESI, m/z): 257.1 (M+H+). Yields the product FC(COC1=CC(=NC=C1C1(CCC1)F)C#N)F (4-(2,2-difluoroethoxy)-5-(1-fluorocyclobutyl)pyridine-2-carbonitrile). Starting materials: ClC1=CC(=NC=C1C1(CCC1)F)C#N (4-chloro-5-(1-fluorocyclobutyl)-pyridine-2-carbonitrile), FC(CO)F (2,2-Difluoro-ethanol), [H-].[Na+] (sodium hydride). RXN SMILES: Cl[C:2]1[C:7]([C:8]2([F:12])[CH2:11][CH2:10][CH2:9]2)=[CH:6][N:5]=[C:4]([C:13]#[N:14])[CH:3]=1.[F:15][CH:16]([F:19])[CH2:17][OH:18].[H-].[Na+]>>[F:15][CH:16]([F:19])[CH2:17][O:18][C:2]1[C:7]([C:8]2([F:12])[CH2:11][CH2:10][CH2:9]2)=[CH:6][N:5]=[C:4]([C:13]#[N:14])[CH:3]=1 |f:2.3|. The reactants are CC1=C(CN2C[C@@H](CC2)NC=2N=CC(=NC2)/C=C/C(=O)NOC2OCCCC2)C=CC=C1C ((2E)-3-(5-{[(3R)-1-(2,3-dimethylbenzyl)-3-pyrrolidinyl]amino}-2-pyrazinyl)-N-(tetrahydro-2H-pyran-2-yloxy)acrylamide), Cl (hydrogen chloride). Run in C(C)O (ethanol), C(C)O (ethanol). Conditions: time 2 hour. Product: Cl.Cl.CC1=C(CN2C[C@@H](CC2)NC=2N=CC(=NC2)/C=C/C(=O)NO)C=CC=C1C ((2E)-3-(5-{[(3R)-1-(2,3-dimethylbenzyl)-3-pyrrolidinyl]amino}-2-pyrazinyl)-N-hydroxyacrylamide dihydrochloride). As a reaction SMILES: [CH3:1][C:2]1[C:32]([CH3:33])=[CH:31][CH:30]=[CH:29][C:3]=1[CH2:4][N:5]1[CH2:9][CH2:8][C@@H:7]([NH:10][C:11]2[N:12]=[CH:13][C:14](/[CH:17]=[CH:18]/[C:19]([NH:21][O:22]C3CCCCO3)=[O:20])=[N:15][CH:16]=2)[CH2:6]1.[ClH:34]>C(O)C>[ClH:34].[ClH:34].[CH3:1][C:2]1[C:32]([CH3:33])=[CH:31][CH:30]=[CH:29][C:3]=1[CH2:4][N:5]1[CH2:9][CH2:8][C@@H:7]([NH:10][C:11]2[N:12]=[CH:13][C:14](/[CH:17]=[CH:18]/[C:19]([NH:21][OH:22])=[O:20])=[N:15][CH:16]=2)[CH2:6]1 |f:3.4.5|. Procedure details: To a solution of (2E)-3-(5-{[(3R)-1-(2,3-dimethylbenzyl)-3-pyrrolidinyl]amino}-2-pyrazinyl)-N-(tetrahydro-2H-pyran-2-yloxy)acrylamide (46 mg) in ethanol (1 mL) was added 2N hydrogen chloride in ethanol (0.26 mL). After stirring at room temperature for 2 hours, the reaction mixture was evaporated in vacuo and triturated with ethyl acetate to give (2E)-3-(5-{[(3R)-1-(2,3-dimethylbenzyl)-3-pyrrolidinyl]amino}-2-pyrazinyl)-N-hydroxyacrylamide dihydrochloride (31 mg). Starting materials: C(=O)(O)N(C1=C(C=CC=C1)CC(=O)NC[C@@H]1CC[C@H](CC1)C(=O)O)C (trans-4-({2-[2-(Carboxy-methyl-amino)-phenyl]-acetylamino}-methyl)-cyclohexanecarboxylic acid), N1=C(C=CC=C1)N1CCNCC1 (1-Pyridin-2-yl-piperazine). The solvent is O=S(Cl)Cl (SOCl2). The product is CN1C(N(C(CC2=C1C=CC=C2)=O)C[C@@H]2CC[C@H](CC2)C(=O)N2CCN(CC2)C2=NC=CC=C2)=O (1-Methyl-3-[trans-4-(4-pyridin-2-yl-piperazine-1-carbonyl)-cyclohexyl methyl]-1,5-dihydro-benzo[d][1,3]diazepine-2,4-dione). The yield is 39.0%. RXN SMILES: [C:1]([N:4]([CH3:25])[C:5]1[CH:10]=[CH:9][CH:8]=[CH:7][C:6]=1[CH2:11][C:12]([NH:14][CH2:15][C@H:16]1[CH2:21][CH2:20][C@H:19]([C:22]([OH:24])=O)[CH2:18][CH2:17]1)=[O:13])([OH:3])=O.[N:26]1[CH:31]=[CH:30][CH:29]=[CH:28][C:27]=1[N:32]1[CH2:37][CH2:36][NH:35][CH2:34][CH2:33]1>O=S(Cl)Cl>[CH3:25][N:4]1[C:5]2[CH:10]=[CH:9][CH:8]=[CH:7][C:6]=2[CH2:11][C:12](=[O:13])[N:14]([CH2:15][C@H:16]2[CH2:17][CH2:18][C@H:19]([C:22]([N:35]3[CH2:36][CH2:37][N:32]([C:27]4[CH:28]=[CH:29][CH:30]=[CH:31][N:26]=4)[CH2:33][CH2:34]3)=[O:24])[CH2:20][CH2:21]2)[C:1]1=[O:3]. Procedure details: A solution of trans-4-({2-[2-(Carboxy-methyl-amino)-phenyl]-acetylamino}-methyl)-cyclohexanecarboxylic acid (0.14 mmol, 0.05 g) in SOCl2 (0.8 mL) was heated under reflux for 1.5 hours. The solvent was removed under reduced pressure and the residue was put under vacuum overnight. Then crude product was diluted with 5 ml of dry DCM. 1 ml of this stock solution was transferred in a glass vial. 39 μL (0.27 mmol) of 1-Pyridin-2-yl-piperazine were added and the reaction mixture was left stirring at ro... The reactants are BrBr (Br2), C(=O)([O-])[O-].[Na+].[Na+] (Na2CO3), NC1=CC=C(C=C1)C(C(=O)OC1(CCCCC1)C)C (1-methylcyclohexyl 2-(p-aminophenyl)-propionate), [S-]C#N.[K+] (potassium thiocyanate). The solvent is petroleum ether, O.C(C)(=O)OCC (water ethyl acetate), C(C)(=O)O (acetic acid), C(C)(=O)O (acetic acid). Run at temperature 50 celsius, time 30 minute. Yields the product NC=1SC2=C(N1)C=CC(=C2)C(C(=O)OC2(CCCCC2)C)C (1-methylcyclohexyl 2-amino-α-methylbenzothiazole-6-acetate). Yield: 73.1%. Reaction SMILES: [NH2:1][C:2]1[CH:7]=[CH:6][C:5]([CH:8]([CH3:19])[C:9]([O:11][C:12]2([CH3:18])[CH2:17][CH2:16][CH2:15][CH2:14][CH2:13]2)=[O:10])=[CH:4][CH:3]=1.[S-:20][C:21]#[N:22].[K+].BrBr.C([O-])([O-])=O.[Na+].[Na+]>C(O)(=O)C.O.C(OCC)(=O)C>[NH2:22][C:21]1[S:20][C:7]2[CH:6]=[C:5]([CH:8]([CH3:19])[C:9]([O:11][C:12]3([CH3:18])[CH2:17][CH2:16][CH2:15][CH2:14][CH2:13]3)=[O:10])[CH:4]=[CH:3][C:2]=2[N:1]=1 |f:1.2,4.5.6,8.9|. Reported procedure: A stirred mixture of 20.9 g of 1-methylcyclohexyl 2-(p-aminophenyl)-propionate and 31.0 g of potassium thiocyanate in 150 ml of glacial acetic acid was heated in an oil bath at 50° C. and a solution of 25.6 g of Br2 in 15 ml of glacial acetic acid was added dropwise over 30 minutes. The mixture was stirred at 50° C. for an extra 30 minutes, then was cooled and poured into 1,000 ml of 3:2 water/ethyl acetate mixture. The resulting mixture was neutralized to pH 5-6 with solid Na2CO3 and filtered t... Starting materials: C(C)(C)NC(C)C (diisopropyl amine), [Li+].CCC[CH2-] (N-butyllithium), OC1CC(NCCC1(C=1SC(=CN1)C1=CC(=CC(=C1)NC1=NC=CC(=N1)C(F)(F)F)C)O)=O (4,5-dihydroxy-5-[5-(3-methyl-5-{[4-(trifluoromethyl)pyrimidin-2-yl]amino}phenyl)-1,3-thiazol-2-yl]azepan-2-one), O1CCOC12CCC(CC2)=NS(=O)C(C)(C)C (N-(1,4-dioxaspiro[4.5]dec-8-ylidene)-2-methylpropane-2-sulfinamide). The solvent is O1CCCC1 (tetrahydrofuran), O1CCCC1 (tetrahydrofuran), O1CCCC1 (tetrahydrofuran), hexanes, ClCCl (dichloromethane), CO (methanol). Reaction conditions: temperature -78 celsius, time 15 minute. Yields the product CC(C)(C)S(=O)NC1(CCC2(OCCO2)CC1)C=1SC(=CN1)C1=CC(=CC(=C1)NC1=NC=CC(=N1)C(F)(F)F)C (2-methyl-N-{8-[5-(3-methyl-5-{[4-(trifluoromethyl)pyrimidin-2-yl]amino}phenyl)-1,3-thiazol-2-yl]-1,4-dioxaspiro[4.5]dec-8-yl}propane-2-sulfinamide). Isolated yield 54.1%. RXN SMILES: C(NC(C)C)(C)C.[Li+].CCC[CH2-].OC1C(O)([C:21]2[S:22][C:23]([C:26]3[CH:31]=[C:30]([NH:32][C:33]4[N:38]=[C:37]([C:39]([F:42])([F:41])[F:40])[CH:36]=[CH:35][N:34]=4)[CH:29]=[C:28]([CH3:43])[CH:27]=3)=[CH:24][N:25]=2)CCNC(=O)C1.[O:46]1[C:50]2([CH2:55][CH2:54][C:53](=[N:56][S:57]([C:59]([CH3:62])([CH3:61])[CH3:60])=[O:58])[CH2:52][CH2:51]2)[O:49][CH2:48][CH2:47]1>O1CCCC1.ClCCl.CO>[CH3:60][C:59]([S:57]([NH:56][C:53]1([C:21]2[S:22][C:23]([C:26]3[CH:31]=[C:30]([NH:32][C:33]4[N:38]=[C:37]([C:39]([F:42])([F:41])[F:40])[CH:36]=[CH:35][N:34]=4)[CH:29]=[C:28]([CH3:43])[CH:27]=3)=[CH:24][N:25]=2)[CH2:52][CH2:51][C:50]2([O:49][CH2:48][CH2:47][O:46]2)[CH2:55][CH2:54]1)=[O:58])([CH3:62])[CH3:61] |f:1.2|. Reported procedure: To diisopropyl amine (318 μL, 2.23 mmol) in tetrahydrofuran (3.7 mL) at 0° C. was added N-butyllithium (2.5 M in hexanes, 892 μL, 2.23 mmol). The mixture was stirred for 15 minutes, then cooled to −78° C. INTERMEDIATE 4 (250 mg, 0.74 mmol) dissolved in tetrahydrofuran (1 mL) was added dropwise over 5 minutes. The mixture was stirred for 30 minutes at −78° C., then the product of Step 1 (212 mg, 0.82 mmol) dissolved in tetrahydrofuran (1 mL) was added dropwise. The reaction mixture was stirred fo... Starting materials: Cl.O=C1OC2(CN1C1=CC=C(C(=O)O)C=C1)CCNCC2 (4-(2-oxo-1-oxa-3,8-diazaspiro[4.5]dec-3-yl)benzoic acid hydrochloride salt), ClC1=C(C=C(C=O)C=C1)C(F)(F)F (4-chloro-3-trifluoromethylbenzaldehyde). Yields the product ClC1=C(C=C(CN2CCC3(CN(C(O3)=O)C3=CC=C(C(=O)O)C=C3)CC2)C=C1)C(F)(F)F (4-{8-[4-Chloro-3-(trifluoromethyl)benzyl]-2-oxo-1-oxa-3,8-diazaspiro[4.5]dec-3-yl}benzoic acid), solid. As a reaction SMILES: Cl.[O:2]=[C:3]1[N:7]([C:8]2[CH:16]=[CH:15][C:11]([C:12]([OH:14])=[O:13])=[CH:10][CH:9]=2)[CH2:6][C:5]2([CH2:21][CH2:20][NH:19][CH2:18][CH2:17]2)[O:4]1.[Cl:22][C:23]1[CH:30]=[CH:29][C:26]([CH:27]=O)=[CH:25][C:24]=1[C:31]([F:34])([F:33])[F:32]>>[Cl:22][C:23]1[CH:30]=[CH:29][C:26]([CH2:27][N:19]2[CH2:18][CH2:17][C:5]3([O:4][C:3](=[O:2])[N:7]([C:8]4[CH:9]=[CH:10][C:11]([C:12]([OH:14])=[O:13])=[CH:15][CH:16]=4)[CH2:6]3)[CH2:21][CH2:20]2)=[CH:25][C:24]=1[C:31]([F:32])([F:33])[F:34] |f:0.1|. Procedure: The title compound was prepared from 4-(2-oxo-1-oxa-3,8-diazaspiro[4.5]dec-3-yl)benzoic acid hydrochloride salt (20 mg, 0.064 mmol; Example 5-1, Step 4) and 4-chloro-3-trifluoromethylbenzaldehyde (14.68 mg, 0.071 mmol), following essentially the same procedure described in Example 7-1. The title compound was obtained as a white solid (17.4 mg).